Dataset: the Open Reaction Database (ORD), a public repository of structured organic reaction records. Task: describe an organic reaction: reactants, conditions, products, and yield Starting materials: O=[Ag], COC(=O)C(O)Cc1ccc(Br)cc1, CCCI, CCOCC. Product: CCCOC(Cc1ccc(Br)cc1)C(=O)OC. Reaction SMILES: [Ag:24]=[O:25].[Br:5][c:6]1[cH:7][cH:8][c:9]([CH2:12][CH:13]([C:14](=[O:15])[O:16][CH3:17])[OH:18])[cH:10][cH:11]1.[CH2:1]([CH2:2][CH3:3])[I:4].[CH3:19][CH2:20][O:21][CH2:22][CH3:23]>>[CH2:1]([CH2:2][CH3:3])[O:18][CH:13]([CH2:12][c:9]1[cH:8][cH:7][c:6]([Br:5])[cH:11][cH:10]1)[C:14](=[O:15])[O:16][CH3:17]. Reactants: O (water), S([O-])(O)(=O)=O.[Na+] (sodium bisulphate), DHQD2-Phal, CS(=O)(=O)N (methanesulphonamide), [K] (potassium), C([O-])([O-])=O.[K+].[K+] (potassium carbonate), potassium osmate, CC[C@H](\C=C\[C@@H](C)[C@H]1CC[C@H]2[C@@H]3CCC4=CC(CC[C@]4(C)[C@H]3CC[C@]12C)=O)C(C)C ((22E)-stigmasta-4,22-dien-3-one). Run in C(C)(C)(C)O (tert-butanol). Run at time 9 day. Product: O[C@H]([C@H]([C@@H](CC)C(C)C)O)[C@@H](C)[C@H]1CC[C@H]2[C@@H]3CCC4=CC(CC[C@]4(C)[C@H]3CC[C@]12C)=O ((22S,23S)-22,23-dihydroxystigmast-4-en-3-one). As a reaction SMILES: [CH3:1][CH2:2][C@@H:3]([CH:28]([CH3:30])[CH3:29])/[CH:4]=[CH:5]/[C@H:6]([C@@H:8]1[C@:25]2([CH3:26])[C@H:11]([C@H:12]3[C@H:22]([CH2:23][CH2:24]2)[C@:20]2([CH3:21])[C:15](=[CH:16][C:17](=[O:27])[CH2:18][CH2:19]2)[CH2:14][CH2:13]3)[CH2:10][CH2:9]1)[CH3:7].CS(N)(=O)=[O:33].[K].C(=O)([O-])[O-].[K+].[K+].S(=O)(=O)(O)[O-].[Na+].[OH2:49]>C(O)(C)(C)C>[OH:49][C@@H:5]([C@H:6]([C@@H:8]1[C@:25]2([CH3:26])[C@H:11]([C@H:12]3[C@H:22]([CH2:23][CH2:24]2)[C@:20]2([CH3:21])[C:15](=[CH:16][C:17](=[O:27])[CH2:18][CH2:19]2)[CH2:14][CH2:13]3)[CH2:10][CH2:9]1)[CH3:7])[C@@H:4]([OH:33])[C@H:3]([CH:28]([CH3:29])[CH3:30])[CH2:2][CH3:1] |f:3.4.5,6.7,^1:35|. Procedure: 420 mg of (22E)-stigmasta-4,22-dien-3-one are dissolved in 100 mL of tert-butanol and the same volume of water is added. To this mixture 0.93 g of the chiral auxiliary DHQD2-Phal, 450 mg (2 mmol) methanesulphonamide, 4.5 g of potassium ferricianide, 2 g of potassium carbonate and 30 mg de potassium osmate are added. The mixture is vigorously stirred, at ambient temperature, during 9 days. The reaction, controlled by thin layer chromatography is not completed. Little portions of solid sodium bisu... Reactants: CCO, ClC(Cl)Cl, [Cl-], Cl, CCOC(=O)c1cnn(C2CCOC2)c1-c1cc(F)c(-c2c(C)cc(C)nc2OC)cc1F, [NH4+], [Na+], [OH-]. Product: COc1nc(C)cc(C)c1-c1cc(F)c(-c2c(C(=O)O)cnn2C2CCOC2)cc1F. Reaction SMILES: [CH3:39][CH2:40][OH:41].[CH:42]([Cl:43])([Cl:44])[Cl:45].[Cl-:37].[ClH:36].[F:3][c:4]1[c:5](-[c:21]2[c:22]([C:31](=[O:32])[O:33][CH2:34][CH3:35])[cH:23][n:24][n:25]2[CH:26]2[CH2:27][O:28][CH2:29][CH2:30]2)[cH:6][c:7]([F:20])[c:8](-[c:10]2[c:11]([O:18][CH3:19])[n:12][c:13]([CH3:17])[cH:14][c:15]2[CH3:16])[cH:9]1.[NH4+:38].[Na+:2].[OH-:1]>>[F:3][c:4]1[c:5](-[c:21]2[c:22]([C:31](=[O:32])[OH:33])[cH:23][n:24][n:25]2[CH:26]2[CH2:27][O:28][CH2:29][CH2:30]2)[cH:6][c:7]([F:20])[c:8](-[c:10]2[c:11]([O:18][CH3:19])[n:12][c:13]([CH3:17])[cH:14][c:15]2[CH3:16])[cH:9]1. The reactants are C(C)(C)(C)OC(NC1=C(C=C(C=C1)C(F)(F)F)N)=O ((2-amino-4-trifluoromethyl-phenyl)-carbamic acid tert-butyl ester), C(C)(C)(C)OC(CC(=O)C1=CC(=CC=C1)C1=CC(=NC(=C1)COC1OCCCC1)C)=O ((RS)-3-{3-[2-methyl-6-(tetrahydro-pyran-2-yloxymethyl)-pyridin-4-yl]-phenyl}-3-oxo-propionic acid tert-butyl ester). Yields the product C(C)(C)(C)OC(NC1=C(C=C(C=C1)C(F)(F)F)NC(CC(=O)C1=CC(=CC=C1)C1=CC(=NC(=C1)COC1OCCCC1)C)=O)=O ((RS)-[2-(3-{3-[2-Methyl-6-(tetrahydro-pyran-2-yloxymethyl)-pyridin-4-yl]-phenyl}-3-oxo-propionylamino)-4-trifluoromethyl-phenyl]-carbamic acid tert-butyl ester), foam. Yield: 75.0%. As a reaction SMILES: [C:1]([O:5][C:6](=[O:19])[NH:7][C:8]1[CH:13]=[CH:12][C:11]([C:14]([F:17])([F:16])[F:15])=[CH:10][C:9]=1[NH2:18])([CH3:4])([CH3:3])[CH3:2].C([O:24][C:25](=O)[CH2:26][C:27]([C:29]1[CH:34]=[CH:33][CH:32]=[C:31]([C:35]2[CH:40]=[C:39]([CH2:41][O:42][CH:43]3[CH2:48][CH2:47][CH2:46][CH2:45][O:44]3)[N:38]=[C:37]([CH3:49])[CH:36]=2)[CH:30]=1)=[O:28])(C)(C)C>>[C:1]([O:5][C:6](=[O:19])[NH:7][C:8]1[CH:13]=[CH:12][C:11]([C:14]([F:17])([F:16])[F:15])=[CH:10][C:9]=1[NH:18][C:25](=[O:24])[CH2:26][C:27]([C:29]1[CH:34]=[CH:33][CH:32]=[C:31]([C:35]2[CH:40]=[C:39]([CH2:41][O:42][CH:43]3[CH2:48][CH2:47][CH2:46][CH2:45][O:44]3)[N:38]=[C:37]([CH3:49])[CH:36]=2)[CH:30]=1)=[O:28])([CH3:4])([CH3:2])[CH3:3]. Procedure: The title compound was prepared from (2-amino-4-trifluoromethyl-phenyl)-carbamic acid tert-butyl ester (Example J3) (276 mg, 1.0 mmol) and (RS)-3-{3-[2-methyl-6-(tetrahydro-pyran-2-yloxymethyl)-pyridin-4-yl]-phenyl}-3-oxo-propionic acid tert-butyl ester (Example K64) (426 mg, 1.0 mmol) according to the general procedure M. Obtained as a light yellow foam (470 mg, 75%). The reactants are [Na] (monosodium), C(C)OP(OCC)(=O)CP(OCC)(=O)OCC (Methanediphosphonic acid tetraethyl ester), BrCCOCCN1C(C=2C(C1=O)=CC=CC2)=O (N-(2-bromoethoxyethyl)-phthalimide), Cl (hydrochloric acid), Cl (hydrochloric acid), ester, [H-].[Na+] (sodium hydride), [H][H] (hydrogen), C(C)OP(OCC)(=O)C(COCCN1C(C=2C(C1=O)=CC=CC2)=O)P(OCC)(=O)OCC (5-phthalimido-3-oxapentane-1,1-diphosphonic acid tetraethyl ester). Solvent: O (water), C1(=CC=CC=C1)C (toluene). Conditions: time 30 minute. Product: NCCOCC(P(O)(=O)O)P(O)(=O)O (5-Amino-3-oxapentane-1,1-diphosphonic acid). As a reaction SMILES: C(OP(CP(OCC)(=O)OCC)(=O)OCC)C.[H-].[Na+].[H][H].BrCCOCCN1C(=O)C2=CC=CC=C2C1=O.Cl.C([O:42][P:43]([CH:48]([P:64]([O:69]CC)(=[O:68])[O:65]CC)[CH2:49][O:50][CH2:51][CH2:52][N:53]1C(=O)C2=CC=CC=C2C1=O)(=[O:47])[O:44]CC)C.[Na]>O.C1(C)C=CC=CC=1>[NH2:53][CH2:52][CH2:51][O:50][CH2:49][CH:48]([P:43]([OH:44])(=[O:42])[OH:47])[P:64]([OH:68])(=[O:65])[OH:69] |f:1.2,^1:71|. Procedure details: 1.73 g. (6 mmol) Methanediphosphonic acid tetraethyl ester is added dropwise to 144 mg. (6 mmol) sodium hydride in 5 ml. anhydrous toluene. After completion of the evolution of hydrogen, stirring is continued for 30 minutes and then 1.7 g. (6 mmol) N-(2-bromoethoxyethyl)-phthalimide (m.p. 83°-85° C.) is added dropwise thereto. The reaction mixture is stirred for 24 hours at ambient temperature, then mixed with water, the aqueous phase is adjusted to pH 5 with 2N hydrochloric acid and the organic...